Dataset: the Open Reaction Database (ORD), a public repository of structured organic reaction records. Task: describe an organic reaction: reactants, conditions, products, and yield The solvent is O (H2O). As a reaction SMILES: C([O:3][C:4]([C@@:6]1([CH3:24])[CH2:11][CH2:10][CH2:9][N:8]([C:12]([C@@H:14]2[O:19][C:18]3[CH:20]=[CH:21][CH:22]=[CH:23][C:17]=3[O:16][CH2:15]2)=O)[CH2:7]1)=[O:5])C.[OH-].[Li+:26].C1COCC1>O>[O:19]1[C:18]2[CH:20]=[CH:21][CH:22]=[CH:23][C:17]=2[O:16][CH2:15][C@@H:14]1[CH2:12][N:8]1[CH2:9][CH2:10][CH2:11][C@:6]([CH3:24])([C:4]([O-:5])=[O:3])[CH2:7]1.[Li+:26] |f:1.2,5.6|. The yield is 74.2%. The reactants are C(C)OC(=O)[C@@]1(CN(CCC1)C(=O)[C@H]1COC2=C(O1)C=CC=C2)C ((S)-1-((R)-2,3-Dihydrobenzo[1,4]dioxine-2-carbonyl)-3-methylpiperidine-3-carboxylic acid ethyl ester), [OH-].[Li+] (lithium hydroxide), C1CCOC1 (THF). The product is O1[C@H](COC2=C1C=CC=C2)CN2C[C@](CCC2)(C(=O)[O-])C.[Li+] (Lithium (S)-1-[(S)-1-(2,3-dihydrobenzo[1,4]dioxin-2-yl)methyl]-3-methyl-piperidine-3-carboxylate). Procedure details: (S)-1-((R)-2,3-Dihydrobenzo[1,4]dioxine-2-carbonyl)-3-methylpiperidine-3-carboxylic acid ethyl ester (512 mg, 1.60 mmol), 1 M lithium hydroxide (4.81 ml, 4.81 mmol) and THF:H2O solution (9:1) (5 ml) were heated under microwaves at 100° C. for 26 h. The mixture was filtered and evaporated to dryness. The residue was dissolved in water and washed twice with EtOAc and the aqueous phase was evaporated to dryness to give 353 mg of the title compound. The reactants are CCc1nc2c(C)cc(C)nc2n1Cc1ccc(C2SC(=N)NC2=O)cc1, CCO, Cl. Yields the product CCc1nc2c(C)cc(C)nc2n1Cc1ccc(C2SC(=O)NC2=O)cc1. Reaction SMILES: [CH2:1]([CH3:2])[c:3]1[n:4][c:5]2[c:6]([n:7][c:8]([CH3:12])[cH:9][c:10]2[CH3:11])[n:13]1[CH2:14][c:15]1[cH:16][cH:17][c:18]([CH:21]2[C:22](=[O:27])[NH:23][C:24](=[NH:26])[S:25]2)[cH:19][cH:20]1.[CH3:29][CH2:30][OH:31].[ClH:28]>>[CH2:1]([CH3:2])[c:3]1[n:4][c:5]2[c:6]([n:7][c:8]([CH3:12])[cH:9][c:10]2[CH3:11])[n:13]1[CH2:14][c:15]1[cH:16][cH:17][c:18]([CH:21]2[C:22](=[O:27])[NH:23][C:24](=[O:31])[S:25]2)[cH:19][cH:20]1.